From a dataset of the Open Reaction Database (ORD), a public repository of structured organic reaction records. describe an organic reaction: reactants, conditions, products, and yield Starting materials: FC1=CC2=C(C(=NO2)C2=CC=C(C=C2)OC[C@@H]2OC2)C=C1 ((R)-6-fluoro-3-(4-oxiranylmethoxy-phenyl)-benzo[d]isoxazole), N1CCCCC1 (piperidine). Run in CN(C=O)C (dimethylformamide), C(C)O (ethanol). Product: FC1=CC2=C(C(=NO2)C2=CC=C(OC[C@@H](CN3CCCCC3)O)C=C2)C=C1 ((R)-1-[4-(6-fluoro-benzo[d]isoxazol-3-yl)-phenoxy]-3-piperidin-1-yl-propan-2-ol). As a reaction SMILES: [F:1][C:2]1[CH:21]=[CH:20][C:5]2[C:6]([C:9]3[CH:14]=[CH:13][C:12]([O:15][CH2:16][C@H:17]4[CH2:19][O:18]4)=[CH:11][CH:10]=3)=[N:7][O:8][C:4]=2[CH:3]=1.[NH:22]1[CH2:27][CH2:26][CH2:25][CH2:24][CH2:23]1>CN(C)C=O.C(O)C>[F:1][C:2]1[CH:21]=[CH:20][C:5]2[C:6]([C:9]3[CH:10]=[CH:11][C:12]([O:15][CH2:16][C@H:17]([OH:18])[CH2:19][N:22]4[CH2:27][CH2:26][CH2:25][CH2:24][CH2:23]4)=[CH:13][CH:14]=3)=[N:7][O:8][C:4]=2[CH:3]=1. Procedure: The title compound is prepared from a mixture of (R)-6-fluoro-3-(4-oxiranylmethoxy-phenyl)-benzo[d]isoxazole in dimethylformamide and piperidine in ethanol essentially as described above in Example 21. Purity by LC/MS=100%, [M+H]+=371. Reactants: ClC=1C2=C(N=CN1)N(C=C2)CCOC (4-chloro-7-(2-methoxy-ethyl)-7H-pyrrolo[2,3-d]pyrimidine), NC=1C=C(C=CC1)C#C (m-aminophenyl acetylene). Solvent: CO (methanol). The product is C(#C)C=1C=C(C=CC1)NC=1C2=C(N=CN1)N(C=C2)CCOC ((3-Ethynyl-phenyl)-[7-(2-methoxy-ethyl)-7H -pyrrolo[2,3-d]pyrimidine-4-yl-]-amine). Isolated yield 81.0%. RXN SMILES: Cl[C:2]1[C:3]2[CH:10]=[CH:9][N:8]([CH2:11][CH2:12][O:13][CH3:14])[C:4]=2[N:5]=[CH:6][N:7]=1.[NH2:15][C:16]1[CH:17]=[C:18]([C:22]#[CH:23])[CH:19]=[CH:20][CH:21]=1>CO>[C:22]([C:18]1[CH:17]=[C:16]([NH:15][C:2]2[C:3]3[CH:10]=[CH:9][N:8]([CH2:11][CH2:12][O:13][CH3:14])[C:4]=3[N:5]=[CH:6][N:7]=2)[CH:21]=[CH:20][CH:19]=1)#[CH:23]. Procedure: Utilizing a procedure analogous to that described in Example 47, this product was prepared in 81% yield from 4-chloro-7-(2-methoxy-ethyl)-7H-pyrrolo[2,3-d]pyrimidine (1.0 eq) and m-aminophenyl acetylene (1.2 eq) in methanol. M.P. 240-241° C.; LC-MS: 292(MH+); RP18-HPLC RT: 4.16 min. Reactants: C(C)(=O)OC1=C(C=CC=C1)C(NC=1SC=C(N1)S(=O)(=O)C)=O (2-{[4-(methylsulfonyl)-1,3-thiazol-2-yl]carbamoyl}phenyl acetate). The solvent is Cl (hydrochloric acid). Yields the product OC1=C(C(=O)NC=2SC=C(N2)S(=O)(=O)C)C=CC=C1 (2-hydroxy-N-[4-(methylsulfonyl)-1,3-thiazol-2-yl]benzamide). RXN SMILES: C([O:4][C:5]1[CH:10]=[CH:9][CH:8]=[CH:7][C:6]=1[C:11](=[O:22])[NH:12][C:13]1[S:14][CH:15]=[C:16]([S:18]([CH3:21])(=[O:20])=[O:19])[N:17]=1)(=O)C>Cl>[OH:4][C:5]1[CH:10]=[CH:9][CH:8]=[CH:7][C:6]=1[C:11]([NH:12][C:13]1[S:14][CH:15]=[C:16]([S:18]([CH3:21])(=[O:20])=[O:19])[N:17]=1)=[O:22]. Procedure details: 2-{[4-(methylsulfonyl)-1,3-thiazol-2-yl]carbamoyl}phenyl acetate (62, 118.2 mg, 0.3473 mmol) was suspended in conc. hydrochloric acid (2.0 mL) and stirred rapidly. The slurry become homogenous momentarily, and then re-precipitates. The suspension was stirred rapidly at 50° C. for 16 hours before cooling, and filtering on a fine fritted funnel. The solids were washed with water (ca. 5 mL), and dried in vacuo to give 60 as a colorless powder. Starting materials: ClC=1C=C(C=C(C1)Cl)SC1=C(N=C(N1CC)CCO)C(C)C (2-[5-(3,5-dichlorophenylthio)-1-ethyl-4-isopropyl-1H-imidazol-2-yl]ethanol), ClC(C(=O)N=C=O)(Cl)Cl (trichloroacetylisocyanate). Run in O1CCCC1 (tetrahydrofuran), O (water). Conditions: temperature -30 celsius, time 5 minute. The product is C(N)(=O)OCCC=1N(C(=C(N1)C(C)C)SC1=CC(=CC(=C1)Cl)Cl)CC (2-(2-carbamoyloxyethyl)-5-(3,5-dichlorophenylthio)-1-ethyl-4-isopropyl-1H-imidazole). The yield is 88.8%. As a reaction SMILES: [Cl:1][C:2]1[CH:3]=[C:4]([S:9][C:10]2[N:14]([CH2:15][CH3:16])[C:13]([CH2:17][CH2:18][OH:19])=[N:12][C:11]=2[CH:20]([CH3:22])[CH3:21])[CH:5]=[C:6]([Cl:8])[CH:7]=1.ClC(Cl)(Cl)[C:25]([N:27]=C=O)=[O:26]>O1CCCC1.O>[C:25]([O:19][CH2:18][CH2:17][C:13]1[N:14]([CH2:15][CH3:16])[C:10]([S:9][C:4]2[CH:3]=[C:2]([Cl:1])[CH:7]=[C:6]([Cl:8])[CH:5]=2)=[C:11]([CH:20]([CH3:21])[CH3:22])[N:12]=1)(=[O:26])[NH2:27]. Reported procedure: In 15 ml of dry tetrahydrofuran was dissolved 1.5 g (4.2 mmol) of the alcohol compound (123a), and the mixture was cooled to -30° C., followed by addition of 1.2 g (6.4 mmol) of trichloroacetylisocyanate. After 5 minutes, the mixture was warmed to 0° C., and stirred for 10 minutes. The mixture was diluted with water, and extracted with ethyl acetate. The extract was washed with water, and ethyl acetate was distilled off. To the residue was added 15 ml of methanol, 0.26 g of triethylamine and 0.7... The reactants are O.NN (hydrazine monohydrate), OC1=C(C(N(C2=NC=CC=C12)C1=CC=CC=C1)=O)C(CC1=CC=CC=C1)=O (4-hydroxy-3-(1-oxo-2-phenylethyl)-1-phenyl-1,8-naphthyridin-2 (1H)-one), O (water). Solvent: CN(C)C=O (DMF). Reaction conditions: temperature 105 celsius, time 4 hour. The product is C(C1=CC=CC=C1)C1=NNC2=C1C(N(C=1N=CC=CC21)C2=CC=CC=C2)=O (3-benzyl-5-phenyl-1H-pyrazolo[4,3-c][1,8]naphthyridin-4 (5H)-one). The yield is 82.4%. Reaction SMILES: O[C:2]1[C:11]2[C:6](=[N:7][CH:8]=[CH:9][CH:10]=2)[N:5]([C:12]2[CH:17]=[CH:16][CH:15]=[CH:14][CH:13]=2)[C:4](=[O:18])[C:3]=1[C:19](=O)[CH2:20][C:21]1[CH:26]=[CH:25][CH:24]=[CH:23][CH:22]=1.O.[NH2:29][NH2:30].O>CN(C=O)C>[CH2:20]([C:19]1[C:3]2[C:4](=[O:18])[N:5]([C:12]3[CH:17]=[CH:16][CH:15]=[CH:14][CH:13]=3)[C:6]3[N:7]=[CH:8][CH:9]=[CH:10][C:11]=3[C:2]=2[NH:30][N:29]=1)[C:21]1[CH:26]=[CH:25][CH:24]=[CH:23][CH:22]=1 |f:1.2|. Procedure: To a suspension of 4-hydroxy-3-(1-oxo-2-phenylethyl)-1-phenyl-1,8-naphthyridin-2 (1H)-one (2.33 g, 6.54 mmol, prepared in Synthetic Example 5) in DMF (50 ml) was added hydrazine monohydrate (80%, 970 μl, 24.21 mmol, 3.7 eq.) and the mixture was then stirred at 100 to 110° C. for 4 hours, admixed with water to precipitate crystals, and allowed to stand until it was cooled. Next, the cooled mixture was filtered, washed with water, and dried to give 3-benzyl-5-phenyl-1H-pyrazolo[4,3-c][1,8]naphthyr... Reactants: ClCCCBr, [Li]CCCC, Cc1ccccc1, CCCCCC, c1ccc2c(c1)CCc1ccccc1N2. The product is ClCCCN1c2ccccc2CCc2ccccc21. Reaction SMILES: [Br:21][CH2:22][CH2:23][CH2:24][Cl:25].[CH2:16]([Li:17])[CH2:18][CH2:19][CH3:20].[CH3:26][c:27]1[cH:28][cH:29][cH:30][cH:31][cH:32]1.[CH3:33][CH2:34][CH2:35][CH2:36][CH2:37][CH3:38].[cH:1]1[cH:2][cH:3][cH:4][c:5]2[c:11]1[CH2:10][CH2:9][c:8]1[c:7]([cH:15][cH:14][cH:13][cH:12]1)[NH:6]2>>[cH:1]1[cH:2][cH:3][cH:4][c:5]2[c:11]1[CH2:10][CH2:9][c:8]1[c:7]([cH:15][cH:14][cH:13][cH:12]1)[N:6]2[CH2:22][CH2:23][CH2:24][Cl:25]. Reactants: BrC=1C(=C(C=CC1C)C)Br (dibromo p-xylene), ClC1=C(C=CC(=C1)C(=O)OCC)O (2-chloro-4 ethoxycarbonyl phenol), ClC1=C(C=CC(=C1)OC)O (2-chloro-4-methoxyphenol). Product: C1(=CC=C(C=C1)COC1=C(C=C(C=C1)C(=O)OCC)Cl)COC1=C(C=C(C=C1)C(=O)OCC)Cl (1,1'-[1,4-phenylene bis(methyleneoxy)]-bis-[2-chloro-4-ethoxycarbonylbenzene]). As a reaction SMILES: Br[C:2]1[C:3](Br)=[C:4]([CH3:9])[CH:5]=[CH:6][C:7]=1[CH3:8].[Cl:11][C:12]1[CH:17]=[C:16]([C:18]([O:20][CH2:21][CH3:22])=[O:19])[CH:15]=[CH:14][C:13]=1[OH:23].[Cl:24][C:25]1[CH:30]=[C:29](OC)[CH:28]=[CH:27][C:26]=1[OH:33]>>[C:7]1([CH2:8][O:33][C:26]2[CH:27]=[CH:28][C:29]([C:18]([O:20][CH2:21][CH3:22])=[O:19])=[CH:30][C:25]=2[Cl:24])[CH:6]=[CH:5][C:4]([CH2:9][O:23][C:13]2[CH:14]=[CH:15][C:16]([C:18]([O:20][CH2:21][CH3:22])=[O:19])=[CH:17][C:12]=2[Cl:11])=[CH:3][CH:2]=1. Procedure details: Follow the procedure of Example 6 except add 6 g of dibromo p-xylene and substitute 10.0 g of 2-chloro-4 ethoxycarbonyl phenol for 2-chloro-4-methoxyphenol to obtain 6.8 g of 1,1'-[1,4-phenylene bis(methyleneoxy)]-bis-[2-chloro-4-ethoxycarbonylbenzene].